Task: describe an organic reaction: reactants, conditions, products, and yield. Dataset: the Open Reaction Database (ORD), a public repository of structured organic reaction records Reactants: C1(=CC=CC=C1)SCl (benzenesulfenyl chloride), C(CCCCCCCCC)SCl (decanesulfenyl chloride), ClC(=CCl)SCl (1,2-dichlorovinylsulfenyl chloride), C1=C(C=CC2=CC=CC=C12)SCl (2-naphthalenesulfenyl chloride), C1(CCCCC1)SCl (cyclohexanesulfenyl chloride). The product is C1(=CC=CC=C1)CSCl (α-toluenesulfenyl chloride). Reaction SMILES: C1(SCl)C=CC=CC=1.[CH2:9]([S:19][Cl:20])[CH2:10][CH2:11][CH2:12][CH2:13][CH2:14][CH2:15]CCC.ClC(SCl)=CCl.C1C2C(=CC=CC=2)C=CC=1SCl.C1(SCl)CCCCC1>>[C:10]1([CH2:9][S:19][Cl:20])[CH:11]=[CH:12][CH:13]=[CH:14][CH:15]=1. Procedure details: Similarly, repeating the above procedure but replacing the benzenesulfenyl chloride as used therein with an equal molar proportion of each of decanesulfenyl chloride (prepared by chlorination of decanedisulfide according to the method of Douglass, supra.), 1,2-dichlorovinylsulfenyl chloride, 2-naphthalenesulfenyl chloride, cyclohexanesulfenyl chloride (prepared by chlorination of cyclohexanedisulfide, according to the method of Douglass, supra.) and α-toluenesulfenyl chloride, respectively, ther... Reactants: C1=C(C=CC2=CC=CC=C12)CC=1OC(=C(C1C(=O)C1=CC(=C(C(=C1)C(C)C)OC)C(C)C)C)C ((2-naphthalen-2-ylmethyl-4,5-dimethyl-furan-3-yl)-(3,5-diisopropyl-4-methoxy-phenyl)-methanone), [B] (boron). Solvent: C(Cl)Cl (CH2Cl2), C(Cl)Cl (CH2Cl2). Product: C1=C(C=CC2=CC=CC=C12)CC=1OC(=C(C1C(=O)C1=CC(=C(C(=C1)C(C)C)O)C(C)C)C)C ((2-Naphthalen-2-ylmethyl-4.5-dimethyl-furan-3-yl)-(3,5-diisopropyl-4-hydroxy-phenyl)-methanone). Isolated yield 53.7%. RXN SMILES: [CH:1]1[C:10]2[C:5](=[CH:6][CH:7]=[CH:8][CH:9]=2)[CH:4]=[CH:3][C:2]=1[CH2:11][C:12]1[O:13][C:14]([CH3:34])=[C:15]([CH3:33])[C:16]=1[C:17]([C:19]1[CH:24]=[C:23]([CH:25]([CH3:27])[CH3:26])[C:22]([O:28]C)=[C:21]([CH:30]([CH3:32])[CH3:31])[CH:20]=1)=[O:18].[B]>C(Cl)Cl>[CH:1]1[C:10]2[C:5](=[CH:6][CH:7]=[CH:8][CH:9]=2)[CH:4]=[CH:3][C:2]=1[CH2:11][C:12]1[O:13][C:14]([CH3:34])=[C:15]([CH3:33])[C:16]=1[C:17]([C:19]1[CH:20]=[C:21]([CH:30]([CH3:31])[CH3:32])[C:22]([OH:28])=[C:23]([CH:25]([CH3:27])[CH3:26])[CH:24]=1)=[O:18]. Procedure details: The title compound was prepared according to the procedure in Example 5, step 3 using (2-naphthalen-2-ylmethyl-4,5-dimethyl-furan-3-yl)-(3,5-diisopropyl-4-methoxy-phenyl)-methanone (1.04 g, 2.29 mmol) and 1M boron tribroride/CH2Cl2 (4.81 mL) in CH2Cl2. Purification on Biotage KP-Sil eluting with 15% acetone/hexane gave 0.542 g (54%) of the title compound. 1H NMR (DMSO-d6) δ1.12 (d, 12 H), 1.82 (s, 3 H), 2.18 (s, 3 H), 3.31 (septet, 2 H), 4.02 (s, 2 H), 7.22 (dd, 1 H), 7.43-7.50 (m, 4 H), 7.55 (s... Starting materials: ClC1=NC2=C(C(=C(C=C2C=C1C(=O)C(C(=O)OCC)=CN(C)C)F)F)F (ethyl 2-(2-chloro-6,7,8-trifluoro-3-quinolinecarbonyl)-3-(dimethylamino)acrylate), CN (methylamine), C1CCC2=NCCCN2CC1 (DBU). Solvent: C(C)O (ethanol), C(C)O (ethanol). Reaction conditions: temperature 30 celsius, time 1 hour. Yields the product C(C)OC(=O)C=1C(C=2C=C3C(=NC2N(C1)C)C(=C(C(=C3)F)F)F)=O (3-Ethoxycarbonyl-7,8,9-trifluoro-1-methyl-4-oxo-1,4-dihydrobenzo[b][1,8]naphthyridine). Yield: 79.9%. As a reaction SMILES: CN.Cl[C:4]1[C:13]([C:14]([C:16](=[CH:22][N:23]([CH3:25])C)[C:17]([O:19][CH2:20][CH3:21])=[O:18])=[O:15])=[CH:12][C:11]2[C:6](=[C:7]([F:28])[C:8]([F:27])=[C:9]([F:26])[CH:10]=2)[N:5]=1.C1CCN2C(=NCCC2)CC1>C(O)C>[CH2:20]([O:19][C:17]([C:16]1[C:14](=[O:15])[C:13]2[CH:12]=[C:11]3[CH:10]=[C:9]([F:26])[C:8]([F:27])=[C:7]([F:28])[C:6]3=[N:5][C:4]=2[N:23]([CH3:25])[CH:22]=1)=[O:18])[CH3:21]. Procedure details: A solution of approximately 5° C. of methylamine (10 g) in ethanol (50 cc) is added in the course of 10 minutes at between 5° and 10° C. to a suspension, maintained at a temperature in the region of 5° C., of ethyl 2-(2-chloro-6,7,8-trifluoro-3-quinolinecarbonyl)-3-(dimethylamino)acrylate (19.3 g) in ethanol (150 cc), the mixture is stirred for 1 hour at between 5° and 10° C. and the temperature is allowed to rise to approximately 20° C. The solution obtained is treated with DBU (7.6 g) and heat... The reactants are BrC=1C=C(C(=O)OC(C)(C)C)C=C(C1)C=O (tert-butyl 3-bromo-5-formylbenzoate), Cl.NO (hydroxylamine hydrochloride), N1=CC=CC=C1 (pyridine). Run in O1CCOCC1 (dioxane). Run at temperature 68 celsius, time 16 hour. Product: BrC=1C=C(C(=O)OC(C)(C)C)C=C(C1)/C=N/O (tert-Butyl 3-bromo-5-[(E)-(hydroxyimino)methyl]benzoate). As a reaction SMILES: [Br:1][C:2]1[CH:3]=[C:4]([CH:12]=[C:13]([CH:15]=O)[CH:14]=1)[C:5]([O:7][C:8]([CH3:11])([CH3:10])[CH3:9])=[O:6].Cl.[NH2:18][OH:19].N1C=CC=CC=1>O1CCOCC1>[Br:1][C:2]1[CH:3]=[C:4]([CH:12]=[C:13](/[CH:15]=[N:18]/[OH:19])[CH:14]=1)[C:5]([O:7][C:8]([CH3:11])([CH3:10])[CH3:9])=[O:6] |f:1.2|. Procedure: To a solution of tert-butyl 3-bromo-5-formylbenzoate (119 g, 417 mmol) in dioxane (2.4 L) were added hydroxylamine hydrochloride (44.0 g, 633 mmol) and pyridine (103 mL, 1.27 mol). The reaction mixture was heated to 68° C. After 16 h, the mixture was concentrated. Saturated aqueous amonium chloride was added the mixture was extracted with dichloromethane (3×). The combined organic extracts were washed with brine, dried over magnesium sulfate, filtered and concentrated (125.0 g). MS 243 (M-tert-b... Starting materials: C(C)(C)(C)OC(N[C@@H]([C@@H](C)C1CCC(CC1)NC(=O)NC1=C(C=C(C=C1)F)F)C(=O)N1C[C@H](CC1)F)=O (tert-Butyl((1S,2S)-2-[4-({[(2,4-difluorophenyl)amino]carbonyl}amino)cyclohexyl]-1-{[(3S)-3-fluoropyrrolidin-1-yl]carbonyl}propyl)carbamate), FC(C(=O)O)(F)F (trifluoroacetic acid). The solvent is ClCCl (dichloromethane). The product is FC(C(=O)[O-])(F)F.FC1=C(C=CC(=C1)F)NC(=O)NC1CCC(CC1)[C@@H]([C@@H](C(=O)N1C[C@H](CC1)F)[NH3+])C ((2S,3S)-3-[4-({[(2,4-Difluorophenyl)amino]carbonyl}amino)cyclohexyl]-1-[(3S)-3-fluoropyrrolidin-1-yl]-1-oxobutan-2-aminium trifluoroacetate). As a reaction SMILES: C(OC(=O)[NH:7][C@H:8]([C:29]([N:31]1[CH2:35][CH2:34][C@H:33]([F:36])[CH2:32]1)=[O:30])[C@H:9]([CH:11]1[CH2:16][CH2:15][CH:14]([NH:17][C:18]([NH:20][C:21]2[CH:26]=[CH:25][C:24]([F:27])=[CH:23][C:22]=2[F:28])=[O:19])[CH2:13][CH2:12]1)[CH3:10])(C)(C)C.[F:38][C:39]([F:44])([F:43])[C:40]([OH:42])=[O:41]>ClCCl>[F:38][C:39]([F:44])([F:43])[C:40]([O-:42])=[O:41].[F:28][C:22]1[CH:23]=[C:24]([F:27])[CH:25]=[CH:26][C:21]=1[NH:20][C:18]([NH:17][CH:14]1[CH2:15][CH2:16][CH:11]([C@H:9]([CH3:10])[C@H:8]([NH3+:7])[C:29]([N:31]2[CH2:35][CH2:34][C@H:33]([F:36])[CH2:32]2)=[O:30])[CH2:12][CH2:13]1)=[O:19] |f:3.4|. Procedure: To a solution of the material prepared in Step C (0.23 g, 0.48 mmol) in dichloromethane (3 mL) was added trifluoroacetic acid (1 mL). After 3 h at ambient temperature the reaction was concentrated in vacuo. Purification by reverse phase HPLC (20%-50% acetonitrile in water) afforded the title compound as a white solid. LC/MS 427.2 (M+H). The reactants are Brc1ccc2c(c1)OCC2, CON(C)C(=O)C(C)NC(=O)OC(C)(C)C, CC(C)[Mg+], [Cl-], I, [Mg], C1CCOC1. The product is CC(NC(=O)OC(C)(C)C)C(=O)c1ccc2c(c1)OCC2. Reaction SMILES: [Br:2][c:3]1[cH:4][c:5]2[c:6]([cH:10][cH:11]1)[CH2:7][CH2:8][O:9]2.[CH3:13][O:14][N:15]([C:16]([CH:17]([CH3:18])[NH:19][C:20]([O:21][C:22]([CH3:23])([CH3:24])[CH3:25])=[O:26])=[O:27])[CH3:28].[CH:30]([Mg+:31])([CH3:32])[CH3:33].[Cl-:29].[I:12].[Mg:1].[O:34]1[CH2:35][CH2:36][CH2:37][CH2:38]1>>[c:3]1([C:16]([CH:17]([CH3:18])[NH:19][C:20]([O:21][C:22]([CH3:23])([CH3:24])[CH3:25])=[O:26])=[O:27])[cH:4][c:5]2[c:6]([cH:10][cH:11]1)[CH2:7][CH2:8][O:9]2. The reactants are CCC1(CO)COC(C)(C)OC1, CC(=O)[O-], ClCCl, [Na+], O=[Cr](=O)([O-])Cl, c1cc[nH+]cc1. As a reaction SMILES: [CH3:1][C:2]1([CH3:12])[O:3][CH2:4][C:5]([CH2:8][OH:9])([CH2:10][CH3:11])[CH2:6][O:7]1.[CH3:25][C:26](=[O:27])[O-:28].[Cl:29][CH2:30][Cl:31].[Na+:24].[O:13]=[Cr:14]([Cl:15])([O-:16])=[O:17].[nH+:18]1[cH:19][cH:20][cH:21][cH:22][cH:23]1>>[CH3:1][C:2]1([CH3:12])[O:3][CH2:4][C:5]([CH:8]=[O:9])([CH2:10][CH3:11])[CH2:6][O:7]1. Product: CCC1(C=O)COC(C)(C)OC1.